This data is from the Open Reaction Database (ORD), a public repository of structured organic reaction records. The task is: describe an organic reaction: reactants, conditions, products, and yield The reactants are FC(C=1C=C(CN2C(C3=C(OCCC2)N=C(C=C3C3=C(C=CC=C3)C)Cl)=O)C=C(C1)C(F)(F)F)(F)F (5-[3,5-bis(trifluoromethyl)benzyl]-9-chloro-7-(2-methylphenyl)-6-oxo-2,3,4,5-tetrahydro-6H-pyrido[2,3-b][1,5]oxazocine), N1(CCOCC1)C1CCNCC1 (4-(morpholine-4-yl)piperidine). Product: FC(C=1C=C(CN2C(C3=C(OCCC2)N=C(C=C3C3=C(C=CC=C3)C)N3CCC(CC3)N3CCOCC3)=O)C=C(C1)C(F)(F)F)(F)F (5-[3,5-bis(trifluoromethyl)benzyl]-7-(2-methylphenyl)-9-[4-(morpholine-4-yl)piperidine-1-yl]-6-oxo-2,3,4,5-tetrahydro-6H-pyrido[2,3-b][1,5]oxazocine). Yield: 40.6%. Reaction SMILES: [F:1][C:2]([F:36])([F:35])[C:3]1[CH:4]=[C:5]([CH:28]=[C:29]([C:31]([F:34])([F:33])[F:32])[CH:30]=1)[CH2:6][N:7]1[CH2:14][CH2:13][CH2:12][O:11][C:10]2[N:15]=[C:16](Cl)[CH:17]=[C:18]([C:19]3[CH:24]=[CH:23][CH:22]=[CH:21][C:20]=3[CH3:25])[C:9]=2[C:8]1=[O:27].[N:37]1([CH:43]2[CH2:48][CH2:47][NH:46][CH2:45][CH2:44]2)[CH2:42][CH2:41][O:40][CH2:39][CH2:38]1>>[F:1][C:2]([F:36])([F:35])[C:3]1[CH:4]=[C:5]([CH:28]=[C:29]([C:31]([F:34])([F:33])[F:32])[CH:30]=1)[CH2:6][N:7]1[CH2:14][CH2:13][CH2:12][O:11][C:10]2[N:15]=[C:16]([N:46]3[CH2:47][CH2:48][CH:43]([N:37]4[CH2:42][CH2:41][O:40][CH2:39][CH2:38]4)[CH2:44][CH2:45]3)[CH:17]=[C:18]([C:19]3[CH:24]=[CH:23][CH:22]=[CH:21][C:20]=3[CH3:25])[C:9]=2[C:8]1=[O:27]. Reported procedure: In a similar manner to Example 1, 5-[3,5-bis(trifluoromethyl)benzyl]-9-chloro-7-(2-methylphenyl)-6-oxo-2,3,4,5-tetrahydro-6H-pyrido[2,3-b][1,5]oxazocine (47.6 mg) was reacted with 4-(morpholine-4-yl)piperidine (38.3 mg) to obtain 5-[3,5-bis(trifluoromethyl)benzyl]-7-(2-methylphenyl)-9-[4-(morpholine-4-yl)piperidine-1-yl]-6-oxo-2,3,4,5-tetrahydro-6H-pyrido[2,3-b][1,5]oxazocine (24.2 mg, 41%). Reactants: ClC=1NC2=C(N1)C=CC=C2 (2-chloro-benzimidazole), FC=1C=C(CBr)C=CC1F (3,4-difluorobenzyl bromide), FC(C1=CC=C(N)C=C1)(F)F (4-trifluoromethylaniline). The solvent is CCOC(=O)C.CCOCC (EtOAc Et2O). Product: FC=1C=C(CN2C(=NC3=C2C=CC=C3)NC3=CC=C(C=C3)C(F)(F)F)C=CC1F (N-[1-(3,4-Difluorobenzyl)benzimidazol-2-yl]-4-trifluoromethylaniline). RXN SMILES: Cl[C:2]1[NH:3][C:4]2[CH:10]=[CH:9][CH:8]=[CH:7][C:5]=2[N:6]=1.[F:11][C:12]1[CH:13]=[C:14]([CH:17]=[CH:18][C:19]=1[F:20])[CH2:15]Br.[F:21][C:22]([F:31])([F:30])[C:23]1[CH:29]=[CH:28][C:26]([NH2:27])=[CH:25][CH:24]=1>CCOC(C)=O.CCOCC>[F:11][C:12]1[CH:13]=[C:14]([CH:17]=[CH:18][C:19]=1[F:20])[CH2:15][N:6]1[C:5]2[CH:7]=[CH:8][CH:9]=[CH:10][C:4]=2[N:3]=[C:2]1[NH:27][C:26]1[CH:28]=[CH:29][C:23]([C:22]([F:21])([F:30])[F:31])=[CH:24][CH:25]=1 |f:3.4|. Reported procedure: The title compound was prepared by Procedure B in two steps from 2-chloro-benzimidazole, 3,4-difluorobenzyl bromide and 4-trifluoromethylaniline. The product was isolated by preparative LCMS and recrystallization (EtOAc/Et2O) to give the title compound as the free base (off-white solid, mp 167-170° C.). MS(ES+) m/z 404 ([M+1]+, 100). 1NMR (DMSO-d6) δ 5.55 (s, 2H), 6.90-6.97 (m, 1H), 7.02-7.13 (m, 2H), 7.25-7.50 (m, 4H), 7.65-7.71 (m, 2H), 8.04-8.12 (m, 2H), 9.55 (s, 1H).